Dataset: the Open Reaction Database (ORD), a public repository of structured organic reaction records. Task: describe an organic reaction: reactants, conditions, products, and yield The reactants are ClC1=CC=CC2=C1C(N(CC=1N2C=NC1C#CC(C)(C)O)C)=O (7-chloro-4,5-dihydro-3-(3-hydroxy -3-methyl-1-butynyl)-5-methyl-6H-imidazo[1,5-a][1,4]benzo diazepin-6-one), C(C(C)(C)C)(=O)Cl (pivaloyl chloride). Solvent: N1=CC=CC=C1 (pyridine). Reaction conditions: time 24 hour. Product: C(C(C)(C)C)(=O)OC(C#CC=1N=CN2C1CN(C(C1=C2C=CC=C1Cl)=O)C)(C)C (3-(7-chloro-5,6-dihydro-5-methyl -6-oxo-4H-imidazo[1,5-a][1,4]benzodiazepin-3-yl)-1,1-dimethyl-2-propynyl pivalate). Yield: 23.2%. RXN SMILES: [Cl:1][C:2]1[C:7]2[C:8](=[O:23])[N:9]([CH3:22])[CH2:10][C:11]3[N:12]([CH:13]=[N:14][C:15]=3[C:16]#[C:17][C:18]([OH:21])([CH3:20])[CH3:19])[C:6]=2[CH:5]=[CH:4][CH:3]=1.[C:24](Cl)(=[O:29])[C:25]([CH3:28])([CH3:27])[CH3:26]>N1C=CC=CC=1>[C:24]([O:21][C:18]([CH3:20])([CH3:19])[C:17]#[C:16][C:15]1[N:14]=[CH:13][N:12]2[C:6]3[CH:5]=[CH:4][CH:3]=[C:2]([Cl:1])[C:7]=3[C:8](=[O:23])[N:9]([CH3:22])[CH2:10][C:11]=12)(=[O:29])[C:25]([CH3:28])([CH3:27])[CH3:26]. Procedure: 3.30 g (10 mmol) of 7-chloro-4,5-dihydro-3-(3-hydroxy -3-methyl-1-butynyl)-5-methyl-6H-imidazo[1,5-a][1,4]benzo diazepin-6-one were dissolved in 20 ml of pyridine and treated at room temperature with 1.57 g (13 mmol) of pivaloyl chloride. The reaction mixture was stirred at 65° for 24 hours and then evaporated. The residue was taken up in methylene chloride, the solution was washed once with lN hydrochloric acid and twice with water, dried over magnesium sulfate and evaporated. By chromatography... The reactants are C(C)(C)N(CC)C(C)C (diisopropylethylamine), C(=O)(O)[O-].[Na+] (NaHCO3), Br.N[C@@H](C(C)C)C=1OC(=C(N1)C(=O)OC)C1=CNC2=C(C=CC=C12)Br (Methyl 2-((S)-1-amino-2-methylpropyl)-5-(7-bromo-1H-indol-3-yl)oxazole-4-carboxylate Hydrobromide), C(=O)(OCC1=CC=CC=C1)N[C@@H](CC1=CC=C(C=C1)O)C(=O)O (Cbz-L-tyrosine), CN(C)C(=[N+](C)C)ON1C2=C(C=CC=C2)N=N1.[B-](F)(F)(F)F (TBTU). Solvent: CN(C=O)C (dimethylformamide). Reaction conditions: time 16 hour. The product is C(C1=CC=CC=C1)OC(=O)N[C@H](C(=O)N[C@@H](C(C)C)C=1OC(=C(N1)C(=O)OC)C1=CNC2=C(C=CC=C12)Br)CC1=CC=C(C=C1)O (Methyl 2-((S)-1-((S)-2-(benzyloxycarbonylamino)-3-(4-hydroxyphenyl)propanamido)-2-methylpropyl)-5-(7-bromo-1H-indol-3-yl)oxazole-4-carboxylate). Yield: 107.6%. Reaction SMILES: C(N(C(C)C)CC)(C)C.Br.[NH2:11][C@H:12]([C:16]1[O:17][C:18]([C:25]2[C:33]3[C:28](=[C:29]([Br:34])[CH:30]=[CH:31][CH:32]=3)[NH:27][CH:26]=2)=[C:19]([C:21]([O:23][CH3:24])=[O:22])[N:20]=1)[CH:13]([CH3:15])[CH3:14].[C:35]([NH:45][C@H:46]([C:55](O)=[O:56])[CH2:47][C:48]1[CH:53]=[CH:52][C:51]([OH:54])=[CH:50][CH:49]=1)([O:37][CH2:38][C:39]1[CH:44]=[CH:43][CH:42]=[CH:41][CH:40]=1)=[O:36].CN(C(ON1N=NC2C=CC=CC1=2)=[N+](C)C)C.[B-](F)(F)(F)F.C([O-])(O)=O.[Na+]>CN(C)C=O>[CH2:38]([O:37][C:35]([NH:45][C@@H:46]([CH2:47][C:48]1[CH:53]=[CH:52][C:51]([OH:54])=[CH:50][CH:49]=1)[C:55]([NH:11][C@H:12]([C:16]1[O:17][C:18]([C:25]2[C:33]3[C:28](=[C:29]([Br:34])[CH:30]=[CH:31][CH:32]=3)[NH:27][CH:26]=2)=[C:19]([C:21]([O:23][CH3:24])=[O:22])[N:20]=1)[CH:13]([CH3:15])[CH3:14])=[O:56])=[O:36])[C:39]1[CH:40]=[CH:41][CH:42]=[CH:43][CH:44]=1 |f:1.2,4.5,6.7|. Reported procedure: To diisopropylethylamine (225 mL, 1,290 mmol) stirred at 0° C. was added a solution of the title compound of Example 6 (277.5 g, 586.5 mmol), Cbz-L-tyrosine (194.2 g 615.9 mmol) and TBTU (207.2 g, 1.1 eq) in dimethylformamide (anhydrous, 2.77 L). The reaction was allowed to warm to room temperature and stirred for 16 hours at which time HPLC indicated completion of reaction. The reaction solution was slowly poured into saturated aqueous NaHCO3 (12.0 L) and stirred for 30 min. The precipitate was...